This data is from the Open Reaction Database (ORD), a public repository of structured organic reaction records. The task is: describe an organic reaction: reactants, conditions, products, and yield Reaction SMILES: [CH3:1][O:2][C:3]([C:5]1[S:6][C:7]([C:11]([CH:13]2[CH2:18][CH2:17][O:16][CH2:15][CH2:14]2)=[O:12])=[CH:8][C:9]=1[NH2:10])=[O:4].CO[CH:21]([N:24]([CH3:26])[CH3:25])OC>>[CH3:1][O:2][C:3]([C:5]1[S:6][C:7]([C:11]([CH:13]2[CH2:18][CH2:17][O:16][CH2:15][CH2:14]2)=[O:12])=[CH:8][C:9]=1[N:10]=[CH:21][N:24]([CH3:26])[CH3:25])=[O:4]. The reactants are COC(=O)C=1SC(=CC1N)C(=O)C1CCOCC1 (3-Amino-5-(tetrahydropyran-4-carbonyl)thiophene-2-carboxylic acid methyl ester), COC(OC)N(C)C (dimethoxymethyldimethylamine). Yields the product COC(=O)C=1SC(=CC1N=CN(C)C)C(=O)C1CCOCC1 (3-(Dimethylaminomethyleneamino)-5-(tetrahydropyran-4-carbonyl)thiophene-2-carboxylic acid methyl ester). Procedure: 3-Amino-5-(tetrahydropyran-4-carbonyl)thiophene-2-carboxylic acid methyl ester and dimethoxymethyldimethylamine were reacted by method B. The product with the molecular weight of 324.40 (C15H20N2O4S) was obtained in this way; MS (ESI): 325 (M+H+). Reactants: OC1=C2C(=C3N(C4=CC=CC=C4SC3=C1)C(=O)OC(C)Cl)C=CC=C2 (5-hydroxy-12-(α-chloroethoxycarbonyl)-12H-benzo[a]phenothiazine), C(C)(=O)[O-].[Na+] (sodium acetate). The solvent is C(C)(=O)O (acetic acid), C(C)(=O)OCC (ethyl acetate). Product: OC1=C2C(=C3N(C4=CC=CC=C4SC3=C1)C(=O)OC(C)OC(C)=O)C=CC=C2 (5-hydroxy-12-(1-acetoxyethoxycarbonyl)-12H-benzo[a]phenothiazine). As a reaction SMILES: [OH:1][C:2]1[CH:15]=[C:14]2[C:5]([N:6]([C:16]([O:18][CH:19](Cl)[CH3:20])=[O:17])[C:7]3[C:12]([S:13]2)=[CH:11][CH:10]=[CH:9][CH:8]=3)=[C:4]2[CH:22]=[CH:23][CH:24]=[CH:25][C:3]=12.[C:26]([O-:29])(=[O:28])[CH3:27].[Na+]>C(O)(=O)C.C(OCC)(=O)C>[OH:1][C:2]1[CH:15]=[C:14]2[C:5]([N:6]([C:16]([O:18][CH:19]([O:29][C:26](=[O:28])[CH3:27])[CH3:20])=[O:17])[C:7]3[C:12]([S:13]2)=[CH:11][CH:10]=[CH:9][CH:8]=3)=[C:4]2[CH:22]=[CH:23][CH:24]=[CH:25][C:3]=12 |f:1.2|. Procedure: The product from Step 2 (4 g) and sodium acetate (6 g) were refluxed together in glacial acetic acid (60 ml) for 1 hour. The mixture was cooled, diluted with ethyl acetate (300 ml) and washed with water (3×100 ml), then with aqueous sodium bicarbonate and again with water, dried and evaporated down. The residue was chromatographed on a column of silica gel eluting with a 1:9 mixture of ethyl acetate-hexane to afford, after trituration in ether and filtration, the pure title compound (1.2 g), m.p... Reactants: Triacetoxylated sodium borohydride, N1CCC2=CC=CC=C12 (indoline), FC1=CC=C(C=C1)N1CCC(CC1)=O (1-(4-fluorophenyl)-4-piperidone), C(C)(=O)O (acetic acid), ClC(C)Cl (dichloroethane). Run in C(C)(=O)OCC (ethyl acetate). Conditions: time 2 hour. Product: FC1=CC=C(C=C1)N1CCC(CC1)N1CCC2=CC=CC=C12 (1-[1-(4-fluorophenyl)piperdine-4-yl]indoline). Isolated yield 63.0%. RXN SMILES: [NH:1]1[C:9]2[C:4](=[CH:5][CH:6]=[CH:7][CH:8]=2)[CH2:3][CH2:2]1.[F:10][C:11]1[CH:16]=[CH:15][C:14]([N:17]2[CH2:22][CH2:21][C:20](=O)[CH2:19][CH2:18]2)=[CH:13][CH:12]=1.C(O)(=O)C.ClC(Cl)C>C(OCC)(=O)C>[F:10][C:11]1[CH:12]=[CH:13][C:14]([N:17]2[CH2:22][CH2:21][CH:20]([N:1]3[C:9]4[C:4](=[CH:5][CH:6]=[CH:7][CH:8]=4)[CH2:3][CH2:2]3)[CH2:19][CH2:18]2)=[CH:15][CH:16]=1. Procedure details: Triacetoxylated sodium borohydride (760 mg) was added to a mixture of indoline (300 mg), 1-(4-fluorophenyl)-4-piperidone (580 mg), acetic acid (650 mg) and dichloroethane (30 ml), and the mixture was stirred for 2 hr. The obtained reaction solution was mixed with ethyl acetate and a saturated aqueous solution of sodium bicarbonate and the layers were separated. The organic layer was washed with brine, dried over anhydrous magnesium sulfate, and concentrated under reduced pressure. The residue wa... Reactants: O=[N+]([O-])c1cc(C(F)(F)F)cc([N+](=O)[O-])c1Cl, [NH4+], [OH-], c1ccccc1. Yields the product Nc1c([N+](=O)[O-])cc(C(F)(F)F)cc1[N+](=O)[O-]. RXN SMILES: [N+:1](=[O:2])([O-:3])[c:4]1[c:5]([Cl:17])[c:6]([N+:14](=[O:15])[O-:16])[cH:7][c:8]([C:10]([F:11])([F:12])[F:13])[cH:9]1.[NH4+:18].[OH-:19].[cH:20]1[cH:21][cH:22][cH:23][cH:24][cH:25]1>>[N+:1](=[O:2])([O-:3])[c:4]1[c:5]([NH2:18])[c:6]([N+:14](=[O:15])[O-:16])[cH:7][c:8]([C:10]([F:11])([F:12])[F:13])[cH:9]1. The reactants are ClC1=NC=2CCCC(C2C=C1)O (2-chloro-5,6,7,8-tetrahydroquinolin-5-ol), N1C=NC=C1 (imidazole), CC(C)(C)[Si](C)(C)Cl (TBDMS-Cl). Run in CCOC(=O)C (EtOAc), CN(C)C=O (DMF). Run at time 16 hour. The product is [Si](C)(C)(C(C)(C)C)OC1C=2C=CC(=NC2CCC1)Cl (5-(tert-Butyldimethylsilyloxy)-2-chloro-5,6,7,8-tetrahydroquinoline). The yield is 94.0%. RXN SMILES: [Cl:1][C:2]1[CH:11]=[CH:10][C:9]2[CH:8]([OH:12])[CH2:7][CH2:6][CH2:5][C:4]=2[N:3]=1.N1C=CN=C1.[CH3:18][C:19]([Si:22](Cl)([CH3:24])[CH3:23])([CH3:21])[CH3:20]>CN(C=O)C.CCOC(C)=O>[Si:22]([O:12][CH:8]1[CH2:7][CH2:6][CH2:5][C:4]2[N:3]=[C:2]([Cl:1])[CH:11]=[CH:10][C:9]1=2)([C:19]([CH3:21])([CH3:20])[CH3:18])([CH3:24])[CH3:23]. Procedure details: A solution of 2-chloro-5,6,7,8-tetrahydroquinolin-5-ol (500 mg, 2.72 mmol) in DMF (10 mL) was treated with imidazole (260 mg, 3.81 mmol). After complete dissolution TBDMS-Cl was added and the resulting mixture was stirred at RT for 16 h. The reaction mixture was diluted with EtOAc (40 mL) and was washed with brine (5×). The organic layer was collected, dried with Na2SO4, filtered, and the solvent was evaporated at reduced pressure yielding the titled compound as an oil. Amount 760 mg. Yield 94%. Starting materials: O=C1N2C(=NC=3CCCCC13)C=CC(=C2)C(=O)OC (1,2,3,4-tetrahydro-11-oxo-11H-pyrido[2,1-b]quinazoline-8-carboxylic acid, methyl ester), COC1=C(C=O)C=CC=C1 (2-methoxy-benzaldehyde), potassium tert.butylate. Run in C(C)(C)(C)O (tert.butanol). Product: COC1=C(C=C2CCCC=3C(N4C(=NC23)C=CC(=C4)C(=O)O)=O)C=CC=C1 (4-(2-methoxy-benzylidene)-1,2,3,4-tetrahydro-11-oxo-11H-pyrido[2,1-b]quinazoline-8-carboxylic acid). Yield: 31.4%. RXN SMILES: [O:1]=[C:2]1[C:11]2[CH2:10][CH2:9][CH2:8][CH2:7][C:6]=2[N:5]=[C:4]2[CH:12]=[CH:13][C:14]([C:16]([O:18]C)=[O:17])=[CH:15][N:3]12.[CH3:20][O:21][C:22]1[CH:29]=[CH:28][CH:27]=[CH:26][C:23]=1[CH:24]=O>C(O)(C)(C)C>[CH3:20][O:21][C:22]1[CH:29]=[CH:28][CH:27]=[CH:26][C:23]=1[CH:24]=[C:7]1[C:6]2[N:5]=[C:4]3[CH:12]=[CH:13][C:14]([C:16]([OH:18])=[O:17])=[CH:15][N:3]3[C:2](=[O:1])[C:11]=2[CH2:10][CH2:9][CH2:8]1. Reported procedure: 1,2,3,4-tetrahydro-11-oxo-11H-pyrido[2,1-b]quinazoline-8-carboxylic acid, methyl ester (2.5 g) was reacted with 2-methoxy-benzaldehyde (2.6 g) in tert.butanol (75 ml) in the presence of potassium tert.butylate (4.3 g) under stirring at reflux temperature for 8 hours. After cooling the solution was concentrated in vacuo to a small volume and the precipitate was filtered and washed with little methanol and then dissolved in water containing NaHCO3 : the solution was acidified with 23% HCl to pH=4 ...